Task: describe an organic reaction: reactants, conditions, products, and yield. Dataset: the Open Reaction Database (ORD), a public repository of structured organic reaction records The reactants are COC(C1=C(C(=CC(=C1)C)C)NS(=O)(=O)C1=CC=C(C=C1)OC)=O (2-(4-Methoxy-benzenesulfonylamino)-3,5-dimethyl-benzoic acid methyl ester), BrC1=CC=C(CBr)C=C1 (p-bromobenzyl bromide). The solvent is CCCCCC.CCOCC (hexane ether). Product: COC(C1=C(C(=CC(=C1)C)C)N(S(=O)(=O)C1=CC=C(C=C1)OC)CC1=CC=C(C=C1)Br)=O (2-[(4-Bromo-benzyl)-(4-methoxy-benzenesulfonyl)-amino]-3,5-dimethyl-benzoic acid methyl ester). Yield: 86.4%. As a reaction SMILES: [CH3:1][O:2][C:3](=[O:24])[C:4]1[CH:9]=[C:8]([CH3:10])[CH:7]=[C:6]([CH3:11])[C:5]=1[NH:12][S:13]([C:16]1[CH:21]=[CH:20][C:19]([O:22][CH3:23])=[CH:18][CH:17]=1)(=[O:15])=[O:14].[Br:25][C:26]1[CH:33]=[CH:32][C:29]([CH2:30]Br)=[CH:28][CH:27]=1>CCCCCC.CCOCC>[CH3:1][O:2][C:3](=[O:24])[C:4]1[CH:9]=[C:8]([CH3:10])[CH:7]=[C:6]([CH3:11])[C:5]=1[N:12]([CH2:30][C:29]1[CH:32]=[CH:33][C:26]([Br:25])=[CH:27][CH:28]=1)[S:13]([C:16]1[CH:21]=[CH:20][C:19]([O:22][CH3:23])=[CH:18][CH:17]=1)(=[O:15])=[O:14] |f:2.3|. Procedure details: In the same manner as described in Example 9, 0.699 g (2.0 mmol) of the product of Example 62 and 0.6 g (2.4 mmol) of p-bromobenzyl bromide provided 0.896 g (86%) of the desired product as a white solid after trituration with hexane/ether. Electrospray Mass Spec 518.1 (M+H). The reactants are COC1=CC=C(N=CC2=CC(=C(C(=C2)OC)OC)OC)C=C1 (4-Methoxy-N-(3,4,5-trimethoxybenzylidene)aniline), [BH4-].[Na+] (NaBH4), CC1=CC=C(NCC2=CC(=C(C(=C2)OC)OC)OC)C=C1 (4-Methyl-N-(3,4,5-trimethoxybenzyl)aniline). Yields the product COC1=CC=C(NCC2=CC(=C(C(=C2)OC)OC)OC)C=C1 (4-Methoxy-N-(3,4,5-trimethoxybenzyl)aniline). Isolated yield 93.0%. Reaction SMILES: [CH3:1][O:2][C:3]1[CH:22]=[CH:21][C:6]([N:7]=[CH:8][C:9]2[CH:14]=[C:13]([O:15][CH3:16])[C:12]([O:17][CH3:18])=[C:11]([O:19][CH3:20])[CH:10]=2)=[CH:5][CH:4]=1.[BH4-].[Na+].CC1C=CC(NCC2C=C(OC)C(OC)=C(OC)C=2)=CC=1>>[CH3:1][O:2][C:3]1[CH:22]=[CH:21][C:6]([NH:7][CH2:8][C:9]2[CH:14]=[C:13]([O:15][CH3:16])[C:12]([O:17][CH3:18])=[C:11]([O:19][CH3:20])[CH:10]=2)=[CH:5][CH:4]=1 |f:1.2|. Procedure details: From 108c (10.8 g, 35.8 mmol) and NaBH4 (6.8 g, 179 mmol), a similar procedure as described for 109a gave 109c (10.1 g, 93.5%) as pale purple crystals. 1H NMR (200 MHz, CDCl3) δ6.79 (d, J=8 Hz, 2H), 6.62 (d, J=8 Hz, 2H), 6.61 (s, 2H), 4.21 (s, 2H), 3.84 (s, 9H), 3.74 (s, 3H). CIMS (isobutane) m/e 304 (MH+, 20). Reactants: E9, FC=1C=C(C=C(C1)F)CO ((3,5-difluorophenyl)methanol), C(C)(C)(C)OC(=O)N1[C@H](CN2C(N=C(C=C21)Cl)=O)C ((S)-tert-butyl-7-chloro-2-methyl-5-oxo-2,3-dihydroimidazo[1,2-c]pyrimidine-1(5H)-carboxylate). The product is FC=1C=C(COC=2C=C3N(C(N2)=O)C[C@@H](N3)C)C=C(C1)F ((S)-7-((3,5-difluorobenzyl)oxy)-2-methyl-2,3-dihydroimidazo[1,2-c]pyrimidin-5(1H)-one). Reaction SMILES: [F:1][C:2]1[CH:3]=[C:4]([CH2:9][OH:10])[CH:5]=[C:6]([F:8])[CH:7]=1.C(OC([N:18]1[C:26]2[N:21]([C:22](=[O:28])[N:23]=[C:24](Cl)[CH:25]=2)[CH2:20][C@@H:19]1[CH3:29])=O)(C)(C)C>>[F:1][C:2]1[CH:3]=[C:4]([CH:5]=[C:6]([F:8])[CH:7]=1)[CH2:9][O:10][C:24]1[CH:25]=[C:26]2[NH:18][C@@H:19]([CH3:29])[CH2:20][N:21]2[C:22](=[O:28])[N:23]=1. Procedure details: The title compound was prepared by a procedure similar to that described for E9 starting from (3,5-difluorophenyl)methanol and (S)-tert-butyl-7-chloro-2-methyl-5-oxo-2,3-dihydroimidazo[1,2-c]pyrimidine-1(5H)-carboxylate. The reactants are [H-].[Na+] (NaH), CC1=CC=C(C=C1)S(=O)(=O)OCCC=1C=NC(=CC1)C (2-(6-methylpyridin-3-yl)ethyl 4-methylbenzenesulfonate), CC=1C=C2C(=NC1)NC1=C2CN(CC1)C (3,6-dimethyl-6,7,8,9-tetrahydro-5H-pyrrolo[2,3-b:4,5-c′]dipyridine). Run in CN(C)C=O (DMF), O (water), CN(C)C=O (DMF), CN(C)C=O (DMF). Conditions: time 5 minute. Yields the product CC=1C=C2C(=NC1)N(C1=C2CN(CC1)C)CCC=1C=NC(=CC1)C (3,6-dimethyl-9-(2-(6-methylpyridin-3-yl)ethyl)-6,7,8,9-tetrahydro-5H-pyrrolo[2,3-b:4,5-c′]dipyridine). Yield: 59.3%. As a reaction SMILES: [CH3:1][C:2]1[CH:3]=[C:4]2[C:10]3[CH2:11][N:12]([CH3:15])[CH2:13][CH2:14][C:9]=3[NH:8][C:5]2=[N:6][CH:7]=1.[H-].[Na+].CC1C=CC(S(O[CH2:29][CH2:30][C:31]2[CH:32]=[N:33][C:34]([CH3:37])=[CH:35][CH:36]=2)(=O)=O)=CC=1>CN(C=O)C.O>[CH3:1][C:2]1[CH:3]=[C:4]2[C:10]3[CH2:11][N:12]([CH3:15])[CH2:13][CH2:14][C:9]=3[N:8]([CH2:29][CH2:30][C:31]3[CH:32]=[N:33][C:34]([CH3:37])=[CH:35][CH:36]=3)[C:5]2=[N:6][CH:7]=1 |f:1.2|. Reported procedure: To a solution of 3,6-dimethyl-6,7,8,9-tetrahydro-5H-pyrrolo[2,3-b:4,5-c′]dipyridine (201 mg, 1.0 mmol) in DMF (1 mL) was added a suspension of NaH (128.0 mg, 3.24 mmol) in DMF (1 mL). After stirring for 5 min at RT, a solution of 2-(6-methylpyridin-3-yl)ethyl 4-methylbenzenesulfonate (873 mg, 3.0 mmol) in DMF (1 mL) was added dropwise into the reaction mixture and stirring continued for another 3 h. The progress of reaction was monitored by TLC and NMR. The reaction mixture was diluted with wate... Reactants: CCOC(=O)C(C(=O)OCC)c1cccc(C(=O)c2ccccc2)c1[N+](=O)[O-], CI, CN(C)C=O, O. The product is CCOC(=O)C(C)(C(=O)OCC)c1cccc(C(=O)c2ccccc2)c1[N+](=O)[O-]. RXN SMILES: [CH2:1]([CH3:2])[O:3][C:4]([CH:5]([C:6](=[O:7])[O:8][CH2:9][CH3:10])[c:11]1[c:12]([N+:25](=[O:26])[O-:27])[c:13]([C:17]([c:18]2[cH:19][cH:20][cH:21][cH:22][cH:23]2)=[O:24])[cH:14][cH:15][cH:16]1)=[O:28].[CH3:29][I:30].[CH3:32][N:33]([CH3:34])[CH:35]=[O:36].[OH2:31]>>[CH2:1]([CH3:2])[O:3][C:4]([C:5]([C:6](=[O:7])[O:8][CH2:9][CH3:10])([c:11]1[c:12]([N+:25](=[O:26])[O-:27])[c:13]([C:17]([c:18]2[cH:19][cH:20][cH:21][cH:22][cH:23]2)=[O:24])[cH:14][cH:15][cH:16]1)[CH3:29])=[O:28]. Reactants: C(C)(C)(C)OC(=O)N[C@@H]1CN(C[C@@H]([C@H]1O[Si](C)(C)C(C)(C)C)C)C1=C2C(=NC=C1NC(=O)C=1N=C(SC1NC(OC(C)(C)C)=O)C1=C(C=CC=C1F)F)OCC2 (tert-butyl [4-({[4-((3R,4R,5S)-3-[(tert-butoxycarbonyl)amino]-4-{[tert-butyl(dimethyl)silyl]oxy}-5-methylpiperidin-1-yl)-2,3-dihydrofuro[2,3-b]pyridin-5-yl]amino}carbonyl)-2-(2,6-difluorophenyl)-1,3-thiazol-5-yl]carbamate), dihydrogen hexafluorosilicate, O (water), [NH4+].[OH-] (NH4OH), O (water). Solvent: CC#N (MeCN). Conditions: temperature 50 celsius, time 2 hour. The product is NC1=C(N=C(S1)C1=C(C=CC=C1F)F)C(=O)NC=1C(=C2C(=NC1)OCC2)N2C[C@H]([C@@H]([C@H](C2)C)O)N (5-Amino-N-{4-[(3R,4R,5S)-3-amino-4-hydroxy-5-methylpiperidin-1-yl]-2,3-dihydrofuro[2,3-b]pyridin-5-yl}-2-(2,6-difluorophenyl)-1,3-thiazole-4-carboxamide). The yield is 33.4%. As a reaction SMILES: C(OC([NH:8][C@H:9]1[C@H:14]([O:15][Si](C(C)(C)C)(C)C)[C@@H:13]([CH3:23])[CH2:12][N:11]([C:24]2[C:29]([NH:30][C:31]([C:33]3[N:34]=[C:35]([C:46]4[C:51]([F:52])=[CH:50][CH:49]=[CH:48][C:47]=4[F:53])[S:36][C:37]=3[NH:38]C(=O)OC(C)(C)C)=[O:32])=[CH:28][N:27]=[C:26]3[O:54][CH2:55][CH2:56][C:25]=23)[CH2:10]1)=O)(C)(C)C.[H+].[H+].F[Si-2](F)(F)(F)(F)F.O.[NH4+].[OH-]>CC#N>[NH2:38][C:37]1[S:36][C:35]([C:46]2[C:47]([F:53])=[CH:48][CH:49]=[CH:50][C:51]=2[F:52])=[N:34][C:33]=1[C:31]([NH:30][C:29]1[C:24]([N:11]2[CH2:12][C@H:13]([CH3:23])[C@@H:14]([OH:15])[C@H:9]([NH2:8])[CH2:10]2)=[C:25]2[CH2:56][CH2:55][O:54][C:26]2=[N:27][CH:28]=1)=[O:32] |f:1.2.3,5.6|. Reported procedure: To a solution of tert-butyl [4-({[4-((3R,4R,5S)-3-[(tert-butoxycarbonyl)amino]-4-{[tert-butyl(dimethyl)silyl]oxy}-5-methylpiperidin-1-yl)-2,3-dihydrofuro[2,3-b]pyridin-5-yl]amino}carbonyl)-2-(2,6-difluorophenyl)-1,3-thiazol-5-yl]carbamate (29.2 mg, 0.0357 mmol) in MeCN (2.0 mL) was added a 1.7 M dihydrogen hexafluorosilicate solution in water (0.5 mL, 0.8 mmol). The mixture was stirred at 50° C. for 2 h. After cooling to room temperature, the reaction mixture was neutralized with a 14.8 M NH4OH ... Reactants: CC(C)(C)OC(=O)n1nc([N+](=O)[O-])cc1C1CC1, CCO. Product: CC(C)(C)OC(=O)n1nc(N)cc1C1CC1. As a reaction SMILES: [C:1]([CH3:2])([CH3:3])([CH3:4])[O:5][C:6](=[O:7])[n:8]1[n:9][c:10]([N+:16]([O-:17])=[O:18])[cH:11][c:12]1[CH:13]1[CH2:14][CH2:15]1.[CH3:19][CH2:20][OH:21]>>[C:1]([CH3:2])([CH3:3])([CH3:4])[O:5][C:6](=[O:7])[n:8]1[n:9][c:10]([NH2:16])[cH:11][c:12]1[CH:13]1[CH2:14][CH2:15]1.